This data is from the Open Reaction Database (ORD), a public repository of structured organic reaction records. The task is: describe an organic reaction: reactants, conditions, products, and yield The reactants are N1C=C(C2=CC=CC=C12)CC(C(=O)O)=O (indole-3-pyruvic acid), OC(CC(C(=O)O)=O)(C(=O)O)CC1=CNC2=CC=CC=C12 (4-hydroxy-4-(3-indolylmethyl)-2-ketoglutaric acid), [OH-].[Na+] (sodium hydroxide), Cl (hydrochloric acid), C([O-])([O-])=O.[Na+].[Na+] (sodium carbonate), [OH-].[Na+] (sodium hydroxide), [OH-].[Na+] (sodium hydroxide), C(C(=O)C)(=O)O (pyruvic acid), hydroxylimine hydrochloride salt. Reaction conditions: time 4 hour. Product: OC(CC(C(=O)O)=NO)(C(=O)O)CC1=CNC2=CC=CC=C12 (4-hydroxy-4-(3-indolylmethyl)-2-hydroxyiminoglutaric acid). As a reaction SMILES: [NH:1]1[C:9]2[C:4](=[CH:5][CH:6]=[CH:7][CH:8]=2)[C:3]([CH2:10][C:11](=[O:15])[C:12]([OH:14])=[O:13])=[CH:2]1.[OH-].[Na+].C(O)(=O)C(C)=[O:20].OC(C[C:36]1C2C(=CC=CC=2)[NH:38][CH:37]=1)(C(O)=O)CC(=O)C(O)=O.Cl.[C:46](=[O:49])([O-])[O-:47].[Na+].[Na+]>>[OH:15][C:11]([CH2:10][C:3]1[C:4]2[C:9](=[CH:8][CH:7]=[CH:6][CH:5]=2)[NH:1][CH:2]=1)([C:12]([OH:14])=[O:13])[CH2:36][C:37](=[N:38][OH:20])[C:46]([OH:47])=[O:49] |f:1.2,6.7.8|. Reported procedure: After 1.0 g (4.92 mmol) of indole-3-pyruvic acid was added to and dissolved in 10 ml of aqueous saturated sodium carbonate solution, the resulting solution was adjusted to pH 12.55 using aqueous 25% sodium hydroxide solution. After 1.3 g (14.8 mmol) of pyruvic acid was added, the resulting solution was adjusted to pH 12.6 using aqueous 25% sodium hydroxide solution, for reaction at ambient temperature for 2 hours, to obtain a reaction solution containing 4-hydroxy-4-(3-indolylmethyl)-2-ketogluta...